Dataset: the Open Reaction Database (ORD), a public repository of structured organic reaction records. Task: describe an organic reaction: reactants, conditions, products, and yield The reactants are N1=CNC2=C1C=CC=N2 (4-azabenzimidazole), [H-].[Na+] (sodium hydride), ClCC1=CC2=C(N=C(O2)SC)C=C1 (6-(chloromethyl)-2-(methylthio)benzo[d]oxazole), O (water). Run in CN(C)C=O (DMF), CN(C)C=O (DMF). Reaction conditions: temperature 0 celsius, time 20 minute. Product: N1=CN(C2=NC=CC=C21)CC2=CC1=C(N=C(O1)SC)C=C2 (6-((3H-imidazo[4,5-b]pyridin-3-yl)methyl)-2-(methylthio)benzo[d]oxazole). Yield: 38.4%. RXN SMILES: [N:1]1[C:5]2[CH:6]=[CH:7][CH:8]=[N:9][C:4]=2[NH:3][CH:2]=1.[H-].[Na+].Cl[CH2:13][C:14]1[CH:24]=[CH:23][C:17]2[N:18]=[C:19]([S:21][CH3:22])[O:20][C:16]=2[CH:15]=1.O>CN(C=O)C>[N:1]1[C:5]2[C:4](=[N:9][CH:8]=[CH:7][CH:6]=2)[N:3]([CH2:13][C:14]2[CH:24]=[CH:23][C:17]3[N:18]=[C:19]([S:21][CH3:22])[O:20][C:16]=3[CH:15]=2)[CH:2]=1 |f:1.2|. Procedure details: To a stirred solution of 4-azabenzimidazole (304 mg, 2.55 mmol) in anhydrous DMF (10 mL) at 0° C. was added in one portion sodium hydride (60% dispersion in mineral oil, 107 mg, 2.68 mmol) and the mixture was stirred at 0° C. for 20 min. The mixture was allowed to warm to rt and stirred for a further 20 min. To the reaction mixture was added a solution of 6-(chloromethyl)-2-(methylthio)benzo[d]oxazole (600 mg, 2.81 mmol) from Step 3 of this Example in DMF (5 mL). The mixture was stirred at rt fo... The reactants are CO (Methanol), [H-].[Na+] (sodium hydride), FC1=NC(=CC=C1)C(F)(F)F (2-fluoro-6-(trifluoromethyl)pyridine), C1(=CC=CC=C1)CS (phenylmethanethiol). Solvent: ClCCl (dichloromethane), O (water), O1CCCC1 (tetrahydrofuran). Run at temperature 0 celsius, time 15 minute. Yields the product C(C1=CC=CC=C1)SC1=NC(=CC=C1)C(F)(F)F (2-(benzylthio)-6-(trifluoromethyl)pyridine). The yield is 69.4%. Reaction SMILES: [H-].[Na+].[C:3]1([CH2:9][SH:10])[CH:8]=[CH:7][CH:6]=[CH:5][CH:4]=1.F[C:12]1[CH:17]=[CH:16][CH:15]=[C:14]([C:18]([F:21])([F:20])[F:19])[N:13]=1.CO>O1CCCC1.ClCCl.O>[CH2:9]([S:10][C:12]1[CH:17]=[CH:16][CH:15]=[C:14]([C:18]([F:21])([F:20])[F:19])[N:13]=1)[C:3]1[CH:8]=[CH:7][CH:6]=[CH:5][CH:4]=1 |f:0.1|. Procedure: To a suspension of sodium hydride (0.170 g, 4.24 mmol) in tetrahydrofuran (10 mL) was added phenylmethanethiol (0.338 ml, 2.88 mmol) dropwise at 0° C. The reaction mixture was stirred at 0° C. for 15 minutes then 2-fluoro-6-(trifluoromethyl)pyridine (0.365 ml, 3.03 mmol) was added dropwise. The reaction mixture was stirred at 0° C. for 30 minutes. Methanol (1 mL) was added carefully and the reaction mixture was stirred at 0° C. for a further 10 minutes then water (5 mL) and dichloromethane (10 m...